From a dataset of the Open Reaction Database (ORD), a public repository of structured organic reaction records. describe an organic reaction: reactants, conditions, products, and yield Starting materials: CC(C)(C)c1ccccc1SC1CN(C(=O)c2ccccc2)C1, O=C([O-])O, ClCCl, [Na+], [Na+], [Na+], O=C(OO)c1cccc(Cl)c1, O=S([O-])([O-])=S. Yields the product CC(C)(C)c1ccccc1S(=O)C1CN(C(=O)c2ccccc2)C1. RXN SMILES: [C:1]([CH3:2])([CH3:3])([CH3:4])[c:5]1[c:6]([S:11][CH:12]2[CH2:13][N:14]([C:16](=[O:17])[c:18]3[cH:19][cH:20][cH:21][cH:22][cH:23]3)[CH2:15]2)[cH:7][cH:8][cH:9][cH:10]1.[C:42](=[O:43])([O-:44])[OH:45].[CH2:47]([Cl:48])[Cl:49].[Na+:40].[Na+:41].[Na+:46].[OH:24][O:25][C:26]([c:27]1[cH:28][c:29]([Cl:30])[cH:31][cH:32][cH:33]1)=[O:34].[S:35]([O-:36])([O-:37])(=[O:38])=[S:39]>>[C:1]([CH3:2])([CH3:3])([CH3:4])[c:5]1[c:6]([S:11]([CH:12]2[CH2:13][N:14]([C:16](=[O:17])[c:18]3[cH:19][cH:20][cH:21][cH:22][cH:23]3)[CH2:15]2)=[O:24])[cH:7][cH:8][cH:9][cH:10]1. Starting materials: CCCCO, Clc1nnc(Cc2ccncc2)c2ccccc12, Nc1ccc(Cl)cc1. Product: Cl, Clc1ccc(Nc2nnc(Cc3ccncc3)c3ccccc23)cc1. RXN SMILES: [CH2:27]([OH:28])[CH2:29][CH2:30][CH3:31].[Cl:1][c:2]1[n:3][n:4][c:5]([CH2:12][c:13]2[cH:14][cH:15][n:16][cH:17][cH:18]2)[c:6]2[cH:7][cH:8][cH:9][cH:10][c:11]12.[NH2:19][c:20]1[cH:21][cH:22][c:23]([Cl:24])[cH:25][cH:26]1>>[ClH:1].[c:2]1([NH:19][c:20]2[cH:21][cH:22][c:23]([Cl:24])[cH:25][cH:26]2)[n:3][n:4][c:5]([CH2:12][c:13]2[cH:14][cH:15][n:16][cH:17][cH:18]2)[c:6]2[cH:7][cH:8][cH:9][cH:10][c:11]12.